Task: describe an organic reaction: reactants, conditions, products, and yield. Dataset: the Open Reaction Database (ORD), a public repository of structured organic reaction records Starting materials: ClC1=CC=C(C=C1)C=1C2=C(C3=C(CN1)ON=C3C)C=CN(C2=O)C (6-(4-chlorophenyl)-1,8-dimethyl-4H-isoxazolo[5,4-c]pyrido[4,3-e]azepin-7(8H)-one), ClC1=CC=C(C=C1)C=1C2=C(C3=C(CN1)ON=C3C)C=CC(N2)=O (6-(4-chlorophenyl)-1-methyl-4H-isoxazolo[5,4-c]pyrido[3,2-e]azepin-8(7H)-one), ClC1=CC=C(C=C1)C=1C2=C(C3=C(CN1)ON=C3C)C=CNC2=O (6-(4-chlorophenyl)-1-methyl-4H-isoxazolo[5,4-c]pyrido[4,3-e]azepin-7(8H)-one). The product is ClC1=CC=C(C=C1)C=1C2=C(C3=C(CN1)ON=C3C)C=CC(N2C)=O (6-(4-Chlorophenyl)-1,7-dimethyl-4H-isoxazolo[5,4-c]pyrido[3,2-e]azepin-8(7H)-one). RXN SMILES: Cl[C:2]1C=CC(C2C3C(=O)N(C)C=CC=3C3C(C)=NOC=3CN=2)=CC=1.[Cl:25][C:26]1[CH:31]=[CH:30][C:29]([C:32]2[C:33]3[NH:46][C:45](=[O:47])[CH:44]=[CH:43][C:34]=3[C:35]3[C:41]([CH3:42])=[N:40][O:39][C:36]=3[CH2:37][N:38]=2)=[CH:28][CH:27]=1.ClC1C=CC(C2C3C(=O)NC=CC=3C3C(C)=NOC=3CN=2)=CC=1>>[Cl:25][C:26]1[CH:31]=[CH:30][C:29]([C:32]2[C:33]3[N:46]([CH3:2])[C:45](=[O:47])[CH:44]=[CH:43][C:34]=3[C:35]3[C:41]([CH3:42])=[N:40][O:39][C:36]=3[CH2:37][N:38]=2)=[CH:28][CH:27]=1. Reported procedure: A procedure similar to 6-(4-chlorophenyl)-1,8-dimethyl-4H-isoxazolo[5,4-c]pyrido[4,3-e]azepin-7(8H)-one was followed, except that 6-(4-chlorophenyl)-1-methyl-4H-isoxazolo[5,4-c]pyrido[3,2-e]azepin-8(7H)-one was used as starting material instead of 6-(4-chlorophenyl)-1-methyl-4H-isoxazolo[5,4-c]pyrido[4,3-e]azepin-7(8H)-one. LC/MS m/z 340 [M+H]+; 1H NMR (400 MHz, DMSO-d6) δ 7.98 (d, J=9.56 Hz, 1H), 7.48 (d, J=8.93 Hz, 2H), 7.35 (d, J=8.52 Hz, 2H), 6.82 (d, J=9.35 Hz, 1H), 5.32 (d, J=12.46 Hz, 1H)... Starting materials: CO, [H][H], Nc1nc(Cl)nc(Cl)c1[N+](=O)[O-], O. Product: Nc1nc(Cl)nc(Cl)c1N. Reaction SMILES: [CH3:16][OH:17].[H:13][H:14].[NH2:1][c:2]1[n:3][c:4]([Cl:12])[n:5][c:6]([Cl:11])[c:7]1[N+:8]([O-:9])=[O:10].[OH2:15]>>[NH2:1][c:2]1[n:3][c:4]([Cl:12])[n:5][c:6]([Cl:11])[c:7]1[NH2:8]. The reactants are BrCc1ccccn1, CC1(C)CNc2cc(N3C(=O)N(Cc4ccncc4)C(C)(C)C3=O)ccc21. The product is CC1(C)CN(Cc2ccccn2)c2cc(N3C(=O)N(Cc4ccncc4)C(C)(C)C3=O)ccc21. As a reaction SMILES: [Br:28][CH2:29][c:30]1[n:31][cH:32][cH:33][cH:34][cH:35]1.[CH3:1][C:2]1([CH3:27])[CH2:3][NH:4][c:5]2[cH:6][c:7]([N:11]3[C:12](=[O:26])[N:13]([CH2:19][c:20]4[cH:21][cH:22][n:23][cH:24][cH:25]4)[C:14]([CH3:17])([CH3:18])[C:15]3=[O:16])[cH:8][cH:9][c:10]21>>[CH3:1][C:2]1([CH3:27])[CH2:3][N:4]([CH2:29][c:30]2[n:31][cH:32][cH:33][cH:34][cH:35]2)[c:5]2[cH:6][c:7]([N:11]3[C:12](=[O:26])[N:13]([CH2:19][c:20]4[cH:21][cH:22][n:23][cH:24][cH:25]4)[C:14]([CH3:17])([CH3:18])[C:15]3=[O:16])[cH:8][cH:9][c:10]21. The reactants are C(C)OC(NC(=S)NC1=NC=C(C=C1)OC1=CC(=C(C=C1)Cl)NC(=O)OC(C)(C)C)=O (ethyl{[(5-{3-[(tert-butoxycarbonyl)amino]-4-chlorophenoxy}pyridin-2-yl)amino]carbonothioyl}carbamate), C(C)O (ethanol), [Cl-].O[NH3+] (hydroxylammonium chloride), C(C)(C)N(C(C)C)CC (N,N-diisopropylethylamine). Solvent: CO (methanol). Yields the product NC1=NN2C(C=CC(=C2)OC=2C=CC(=C(C2)NC(OC(C)(C)C)=O)Cl)=N1 (tert-butyl {5-[(2-amino[1,2,4]triazolo[1,5-a]pyridin-6-yl)oxy]-2-chlorophenyl}carbamate). Yield: 94.2%. RXN SMILES: C(OC(=O)[NH:5][C:6]([NH:8][C:9]1[CH:14]=[CH:13][C:12]([O:15][C:16]2[CH:21]=[CH:20][C:19]([Cl:22])=[C:18]([NH:23][C:24]([O:26][C:27]([CH3:30])([CH3:29])[CH3:28])=[O:25])[CH:17]=2)=[CH:11][N:10]=1)=S)C.[Cl-].O[NH3+].C([N:38](CC)C(C)C)(C)C.C(O)C>CO>[NH2:38][C:6]1[N:8]=[C:9]2[CH:14]=[CH:13][C:12]([O:15][C:16]3[CH:21]=[CH:20][C:19]([Cl:22])=[C:18]([NH:23][C:24](=[O:25])[O:26][C:27]([CH3:29])([CH3:28])[CH3:30])[CH:17]=3)=[CH:11][N:10]2[N:5]=1 |f:1.2|. Reported procedure: In the same manner as in Example 23-1 and using ethyl{[(5-{3-[(tert-butoxycarbonyl)amino]-4-chlorophenoxy}pyridin-2-yl)amino]carbonothioyl}carbamate (7.23 g, 15.5 mmol), hydroxylammonium chloride (7.64 g, 0.110 mol), N,N-diisopropylethylamine (13.5 mL, 77.4 mmol), ethanol (50 mL) and methanol (50 mL) as starting materials, the title compound (5.49 g, 92%) was obtained as a white solid. Starting materials: BrC1=CC2=C(N1C(C)C)C(N(C2=O)C2=CN(C(C(=C2)Cl)=O)C)C2=CC=C(C=C2)Cl (2-bromo-5-(5-chloro-1-methyl-6-oxo-1,6-dihydro-pyridin-3-yl)-6-(4-chloro-phenyl)-1-isopropyl-5,6-dihydro-1H-pyrrolo[3,4-b]pyrrol-4-one), BrC1=CC2=C(N1C(C)C)C(N(C2=O)C2=C(C=CC(=C2)Cl)C)C2=CC=C(C=C2)Cl (2-bromo-5-(5-chloro-2-methyl-phenyl)-6-(4-chloro-phenyl)-1-isopropyl-5,6-dihydro-1H-pyrrolo[3,4-b]pyrrol-4-one), C(#N)C=1C=CC(=C(C1)B(O)O)OC (5-cyano-2-methoxyphenylboronic acid), BrC1=CC2=C(N1C(C)C)C(N(C2=O)C2=CN(C(C(=C2)Cl)=O)C)C2=CC=C(C=C2)Cl (2-bromo-5-(5-chloro-1-methyl-6-oxo-1,6-dihydro-pyridin-3-yl)-6-(4-chloro-phenyl)-1-isopropyl-5,6-dihydro-1H-pyrrolo[3,4-b]pyrrol-4-one), COC1=C(C=CC=C1)B(O)O (2-methoxyphenylboronic acid). Product: ClC1=CC(=CN(C1=O)C)N1C(C=2N(C(=CC2C1=O)C1=C(C=CC=C1)OC)C(C)C)C1=CC=C(C=C1)Cl (5-(5-Chloro-1-methyl-6-oxo-1,6-dihydro-pyridin-3-yl)-6-(4-chloro-phenyl)-1-isopropyl-2-(2-methoxy-phenyl)-5,6-dihydro-1H-pyrrolo[3,4-b]pyrrol-4-one). Reaction SMILES: Br[C:2]1[N:6]([CH:7]([CH3:9])[CH3:8])[C:5]2[CH:10]([C:23]3[CH:28]=[CH:27][C:26]([Cl:29])=[CH:25][CH:24]=3)[N:11]([C:14]3[CH:19]=[C:18]([Cl:20])[C:17](=[O:21])[N:16]([CH3:22])[CH:15]=3)[C:12](=[O:13])[C:4]=2[CH:3]=1.[CH3:30][O:31][C:32]1[CH:37]=[CH:36][CH:35]=[CH:34][C:33]=1B(O)O.BrC1N(C(C)C)C2C(C3C=CC(Cl)=CC=3)N(C3C=C(Cl)C=CC=3C)C(=O)C=2C=1.C(C1C=CC(OC)=C(B(O)O)C=1)#N>>[Cl:20][C:18]1[C:17](=[O:21])[N:16]([CH3:22])[CH:15]=[C:14]([N:11]2[C:12](=[O:13])[C:4]3[CH:3]=[C:2]([C:33]4[CH:34]=[CH:35][CH:36]=[CH:37][C:32]=4[O:31][CH3:30])[N:6]([CH:7]([CH3:9])[CH3:8])[C:5]=3[CH:10]2[C:23]2[CH:28]=[CH:27][C:26]([Cl:29])=[CH:25][CH:24]=2)[CH:19]=1. Procedure: The title compound was prepared in analogy to the procedure described for Example 17 but 2-bromo-5-(5-chloro-1-methyl-6-oxo-1,6-dihydro-pyridin-3-yl)-6-(4-chloro-phenyl)-1-isopropyl-5,6-dihydro-1H-pyrrolo[3,4-b]pyrrol-4-one (Intermediate E) and 2-methoxyphenylboronic acid were used instead of 2-bromo-5-(5-chloro-2-methyl-phenyl)-6-(4-chloro-phenyl)-1-isopropyl-5,6-dihydro-1H-pyrrolo[3,4-b]pyrrol-4-one and 5-cyano-2-methoxyphenylboronic acid respectively. The title compound was obtained as a whit... Starting materials: C(O)([O-])=O.[Na+] (sodium hydrogen carbonate), ClC1=CC(=NC=N1)C(=O)Cl (6-chloro-pyrimidine-4-carboxylic acid chloride), [OH-].[Na+] (sodium hydroxide), FC=1C=C2CCNC2=CC1 (5-fluoro-2,3-dihydro-1H-indole). Run in C(Cl)Cl (DCM). Run at time 1 hour. The product is ClC1=CC(=NC=N1)C(=O)N1CCC2=CC(=CC=C12)F ((6-chloro-pyrimidin-4-yl)-(5-fluoro-2,3-dihydro-indol-1-yl)-methanone). Reaction SMILES: [Cl:1][C:2]1[N:7]=[CH:6][N:5]=[C:4]([C:8](Cl)=[O:9])[CH:3]=1.[F:11][C:12]1[CH:13]=[C:14]2[C:18](=[CH:19][CH:20]=1)[NH:17][CH2:16][CH2:15]2.[OH-].[Na+].C(=O)([O-])O.[Na+]>C(Cl)Cl>[Cl:1][C:2]1[N:7]=[CH:6][N:5]=[C:4]([C:8]([N:17]2[C:18]3[C:14](=[CH:13][C:12]([F:11])=[CH:20][CH:19]=3)[CH2:15][CH2:16]2)=[O:9])[CH:3]=1 |f:2.3,4.5|. Procedure: 0.92 g (4.9 mmol) 6-chloro-pyrimidine-4-carboxylic acid chloride in 40 mL DCM were cooled in an ice/acetone bath and mixed with 0.67 g (4.9 mmol) 5-fluoro-2,3-dihydro-1H-indole. Another 5 mL (5.0 mmol) of a 1N aqueous sodium hydroxide solution were added dropwise and the mixture was stirred for 1 h with cooling. Then 50 mL of a saturated sodium hydrogen carbonate solution were added and the mixture was stirred for a further 10 min. The organic phase was separated off, extracted with 1N aqueous h... Reactants: CC(=O)OC(C)=O, CC(=O)O, NC(Cc1ccc(O)c(O)c1)C(=O)O. Yields the product O=C=NC(Cc1ccc(O)c(O)c1)C(=O)O. Reaction SMILES: [CH3:15][C:16](=[O:17])[O:18][C:19](=[O:20])[CH3:21].[CH3:22][C:23](=[O:24])[OH:25].[NH2:1][CH:2]([CH2:3][c:4]1[cH:5][cH:6][c:7]([OH:8])[c:9]([OH:10])[cH:11]1)[C:12]([OH:13])=[O:14]>>[N:1]([CH:2]([CH2:3][c:4]1[cH:5][cH:6][c:7]([OH:8])[c:9]([OH:10])[cH:11]1)[C:12]([OH:13])=[O:14])=[C:16]=[O:17]. Starting materials: O=S(=O)(Cl)c1cccc(Br)c1, C1CCOC1, CON, Cl, [Na+], C1COCCO1, [OH-], O. The product is CONS(=O)(=O)c1cccc(Br)c1. RXN SMILES: [Br:5][c:6]1[cH:7][c:8]([S:12](=[O:13])(=[O:14])[Cl:15])[cH:9][cH:10][cH:11]1.[CH2:18]1[O:19][CH2:20][CH2:21][CH2:22]1.[CH3:2][O:3][NH2:4].[ClH:1].[Na+:17].[O:24]1[CH2:25][CH2:26][O:27][CH2:28][CH2:29]1.[OH-:16].[OH2:23]>>[CH3:2][O:3][NH:4][S:12]([c:8]1[cH:7][c:6]([Br:5])[cH:11][cH:10][cH:9]1)(=[O:13])=[O:14]. The reactants are C(C)OC(=O)C1=C(C2=CC(=CC=C2C(=C1)O)OC)CCCC (1-butyl-4-hydroxy-7-methoxy-2-naphthalenecarboxylic acid ethyl ester), ClC1=NN=NN1C1=CC=CC=C1 (5-chloro-1-phenyl-1H-tetrazole), CC(C)([O-])C.[K+] (potassium t-butoxide). The solvent is CN(C=O)C (dimethylformamide). Reaction conditions: time 0.5 hour. The product is C(C)OC(=O)C1=C(C2=CC(=CC=C2C(=C1)OC1=NN=NN1C1=CC=CC=C1)OC)CCCC (1-butyl-7-methoxy-4-[(1-phenyl-1H-tetrazole-5-yl)oxy]-2-naphthalenecarboxylic acid ethyl ester). Yield: 67.7%. RXN SMILES: [CH2:1]([O:3][C:4]([C:6]1[CH:15]=[C:14]([OH:16])[C:13]2[C:8](=[CH:9][C:10]([O:17][CH3:18])=[CH:11][CH:12]=2)[C:7]=1[CH2:19][CH2:20][CH2:21][CH3:22])=[O:5])[CH3:2].Cl[C:24]1[N:28]([C:29]2[CH:34]=[CH:33][CH:32]=[CH:31][CH:30]=2)[N:27]=[N:26][N:25]=1.CC(C)([O-])C.[K+]>CN(C)C=O>[CH2:1]([O:3][C:4]([C:6]1[CH:15]=[C:14]([O:16][C:24]2[N:28]([C:29]3[CH:34]=[CH:33][CH:32]=[CH:31][CH:30]=3)[N:27]=[N:26][N:25]=2)[C:13]2[C:8](=[CH:9][C:10]([O:17][CH3:18])=[CH:11][CH:12]=2)[C:7]=1[CH2:19][CH2:20][CH2:21][CH3:22])=[O:5])[CH3:2] |f:2.3|. Reported procedure: As in Example 132, 1-butyl-4-hydroxy-7-methoxy-2-naphthalenecarboxylic acid ethyl ester (2.9 g) was reacted with 5-chloro-1-phenyl-1H-tetrazole (1.87 g) in dimethylformamide (25 mL) in the presence of potassium t-butoxide (1.25 g). After 0.5 hours at room temperature, the reaction was worked up in the described manner and the crude product was crystallized from diethyl ether-hexane to afford 2.9 g of 1-butyl-7-methoxy-4-[(1-phenyl-1H-tetrazole-5-yl)oxy]-2-naphthalenecarboxylic acid ethyl ester, ...